From a dataset of the Open Reaction Database (ORD), a public repository of structured organic reaction records. describe an organic reaction: reactants, conditions, products, and yield The reactants are CC(NC(=O)OC(C)(C)C)c1ccc(F)cc1Br, CI, CCOC(C)=O, [H-], [Na+], CN(C)C=O. Product: CC(c1ccc(F)cc1Br)N(C)C(=O)OC(C)(C)C. Reaction SMILES: [Br:3][c:4]1[c:5]([CH:11]([CH3:12])[NH:13][C:14]([O:15][C:16]([CH3:17])([CH3:18])[CH3:19])=[O:20])[cH:6][cH:7][c:8]([F:10])[cH:9]1.[CH3:21][I:22].[CH3:28][CH2:29][O:30][C:31](=[O:32])[CH3:33].[H-:1].[Na+:2].[O:23]=[CH:24][N:25]([CH3:26])[CH3:27]>>[Br:3][c:4]1[c:5]([CH:11]([CH3:12])[N:13]([C:14]([O:15][C:16]([CH3:17])([CH3:18])[CH3:19])=[O:20])[CH3:21])[cH:6][cH:7][c:8]([F:10])[cH:9]1. Reactants: CCO, ClCC1CO1, Cl, Nc1ccc(Cl)cc1Cl. The product is OC(CCl)CNc1ccc(Cl)cc1Cl. As a reaction SMILES: [CH3:16][CH2:17][OH:18].[Cl:10][CH2:11][CH:12]1[CH2:13][O:14]1.[ClH:15].[NH2:1][c:2]1[cH:3][cH:4][c:5]([Cl:6])[cH:7][c:8]1[Cl:9]>>[NH:1]([c:2]1[cH:3][cH:4][c:5]([Cl:6])[cH:7][c:8]1[Cl:9])[CH2:13][CH:12]([CH2:11][Cl:10])[OH:14]. Reactants: C(C)P(=O)(CC)Cl (Diethylphosphorylchloride), C(C)N(C(C)C)C(C)C (EtNiPr2), COC1=C(CN(C(=O)C=2C(N(C3=CC=CC=C3C2O)C)=O)C2=CC=CC=C2)C=CC(=C1)OC (N-(2,4-dimethoxybenzyl)-N-phenyl-1,2-dihydro-4-hydroxy-1-methyl-2-oxo-quinoline-3-carboxamide). The reagents and catalysts are CN(C)C=1C=CN=CC1 (DMAP). The solvent is C(Cl)Cl (CH2Cl2). Reaction conditions: time 30 minute. Product: COC1=C(CN(C(=O)C=2C(N(C3=CC=CC=C3C2OP(=O)(CC)CC)C)=O)C2=CC=CC=C2)C=CC(=C1)OC (N-(2,4-dimethoxybenzyl)-N-phenyl-4-diethylphosphoryloxy-1,2-dihydro-1-methyl-2-oxo-quinoline-3-carboxamide). Yield: 71.5%. As a reaction SMILES: [CH2:1]([P:3](Cl)([CH2:5][CH3:6])=[O:4])[CH3:2].C(N(C(C)C)C(C)C)C.[CH3:17][O:18][C:19]1[CH:47]=[C:46]([O:48][CH3:49])[CH:45]=[CH:44][C:20]=1[CH2:21][N:22]([C:38]1[CH:43]=[CH:42][CH:41]=[CH:40][CH:39]=1)[C:23]([C:25]1[C:26](=[O:37])[N:27]([CH3:36])[C:28]2[C:33]([C:34]=1[OH:35])=[CH:32][CH:31]=[CH:30][CH:29]=2)=[O:24]>CN(C1C=CN=CC=1)C.C(Cl)Cl>[CH3:17][O:18][C:19]1[CH:47]=[C:46]([O:48][CH3:49])[CH:45]=[CH:44][C:20]=1[CH2:21][N:22]([C:38]1[CH:39]=[CH:40][CH:41]=[CH:42][CH:43]=1)[C:23]([C:25]1[C:26](=[O:37])[N:27]([CH3:36])[C:28]2[C:33]([C:34]=1[O:35][P:3]([CH2:5][CH3:6])([CH2:1][CH3:2])=[O:4])=[CH:32][CH:31]=[CH:30][CH:29]=2)=[O:24]. Procedure: Diethylphosphorylchloride (150 mg, 0.87 mmol) was added to a solution of EtNiPr2 (129 mg, 1.00 mmol), DMAP (10 mg, 0.08 mmol) and N-(2,4-dimethoxybenzyl)-N-phenyl-1,2-dihydro-4-hydroxy-1-methyl-2-oxo-quinoline-3-carboxamide (222 mg, 050 mmol) in CH2Cl2 (3.0 mL). The reaction mixture was stirred for 30 min and was then concentrated at reduced pressure. The residue was purified by silica column chromatography (EtOAc) to give the title compound (196 mg, 68%). Starting materials: O=C([O-])[O-], CN1C(=O)CCC2(C)c3ccc(S)cc3CCC12, CN(C)C=O, CCOC(C)=O, COc1ccc2nc(Cl)sc2c1, [K+], [K+]. Product: COc1ccc2nc(Sc3ccc4c(c3)CCC3N(C)C(=O)CCC43C)sc2c1. Reaction SMILES: [C:19](=[O:20])([O-:21])[O-:22].[CH3:1][N:2]1[C:3](=[O:18])[CH2:4][CH2:5][C:6]2([CH3:17])[c:7]3[c:8]([cH:12][c:13]([SH:16])[cH:14][cH:15]3)[CH2:9][CH2:10][CH:11]12.[CH3:37][N:38]([CH3:39])[CH:40]=[O:41].[CH3:42][CH2:43][O:44][C:45](=[O:46])[CH3:47].[Cl:25][c:26]1[s:27][c:28]2[c:29]([n:30]1)[cH:31][cH:32][c:33]([O:35][CH3:36])[cH:34]2.[K+:23].[K+:24]>>[CH3:1][N:2]1[C:3](=[O:18])[CH2:4][CH2:5][C:6]2([CH3:17])[c:7]3[c:8]([cH:12][c:13]([S:16][c:26]4[s:27][c:28]5[c:29]([n:30]4)[cH:31][cH:32][c:33]([O:35][CH3:36])[cH:34]5)[cH:14][cH:15]3)[CH2:9][CH2:10][CH:11]12. Starting materials: C(C)(C)OC=1OCC(C1C(=O)OC(C)C)=O (isopropyl 2-isopropoxy-4-oxo-4,5-dihydrofuran-3-carboxylate), C1(CC1)N (cyclopropylamine), C(CC(=O)OC(C)C)(=O)OC(C)C (diisopropyl malonate), ClCC(=O)Cl (chloroacetyl chloride), N1C=C(C2=CC=CN=C12)C=O (7-azaindole-3-carboxaldehyde), N1CCCCC1 (piperidine). Solvent: CC(C)O (2-propanol). Run at time 14 hour. Yields the product N1C=C(C=2C1=NC=CC2)C=C2C(C(=C(O2)NC2CC2)C(=O)OC(C)C)=O (Isopropyl 5-[(1H-pyrrolo[2,3-b]pyridin-3-yl)methylene]-2-(cyclopropylamino)-4-oxo-4,5-dihydrofuran-3-carboxylate). Yield: 1.3%. Reaction SMILES: C(O[C:5]1[O:6][CH2:7][C:8](=[O:16])[C:9]=1[C:10]([O:12][CH:13]([CH3:15])[CH3:14])=[O:11])(C)C.C(OC(C)C)(=O)CC(OC(C)C)=O.ClCC(Cl)=O.[CH:35]1([NH2:38])[CH2:37][CH2:36]1.[NH:39]1[C:47]2[C:42](=[CH:43][CH:44]=[CH:45][N:46]=2)[C:41]([CH:48]=O)=[CH:40]1.N1CCCCC1>CC(O)C>[NH:39]1[C:47]2=[N:46][CH:45]=[CH:44][CH:43]=[C:42]2[C:41]([CH:48]=[C:7]2[O:6][C:5]([NH:38][CH:35]3[CH2:37][CH2:36]3)=[C:9]([C:10]([O:12][CH:13]([CH3:14])[CH3:15])=[O:11])[C:8]2=[O:16])=[CH:40]1. Procedure details: A solution of isopropyl 2-isopropoxy-4-oxo-4,5-dihydrofuran-3-carboxylate (0.10 g, 0.44 mmol) which similarly prepared according to the procedure described in the Example 74, Third step using diisopropyl malonate and chloroacetyl chloride, and cyclopropylamine (0.034 mL, 0.48 mmol) in 2-propanol (2.0 mL) was stirred at ambient temperature for 14 h. To this reaction mixture, 7-azaindole-3-carboxaldehyde (0.065 g, 0.44 mmol) and piperidine (0.0044 mL, 0.044 mmol) were added then the mixture was re...